This data is from the Open Reaction Database (ORD), a public repository of structured organic reaction records. The task is: describe an organic reaction: reactants, conditions, products, and yield Reactants: C(C1=CC=CC=C1)(=O)OC1CC(NC(C1)(C)C)(C)C (4-benzoyloxy-2,2,6,6-tetramethylpiperidine), peroxide, peroxide, peroxide, S(=O)([O-])[O-].[Na+].[Na+] (sodium sulfite), ferric chloride hexahydrate, Cl (hydrochloric acid), peroxide, OO (hydrogen peroxide), C([O-])([O-])=O.[Na+].[Na+] (sodium carbonate). Procedure details: A mixture of 6.48 g (24.8 mmol) of 4-benzoyloxy-2,2,6,6-tetramethylpiperidine, 1/100th of a solution of 0.270 g of anhydrous sodium carbonate diluted with water to a mass of 100 g (0.00270 g, 0.0254 mmol), and 37 ml of acetonitrile is heated to 80° C. A solution of 3.68 g (54 mmol) of 50% aqueous hydrogen peroxide is added to the reaction mixture over 1.75 hours while the temperature is brought to and maintained at reflux. After the peroxide is added, the reaction mixture is heated at 80° C. for... Conditions: temperature 80 celsius, time 8 hour. As a reaction SMILES: [C:1]([O:9][CH:10]1[CH2:15][C:14]([CH3:17])([CH3:16])[NH:13][C:12]([CH3:19])([CH3:18])[CH2:11]1)(=[O:8])[C:2]1[CH:7]=[CH:6][CH:5]=[CH:4][CH:3]=1.[C:20](=[O:23])([O-])[O-].[Na+].[Na+].OO.Cl.S([O-])([O-])=O.[Na+].[Na+]>O.C(#N)C.C1CCCCC1>[CH:20]1([O:23][N:13]2[C:14]([CH3:17])([CH3:16])[CH2:15][CH:10]([O:9][C:1](=[O:8])[C:2]3[CH:7]=[CH:6][CH:5]=[CH:4][CH:3]=3)[CH2:11][C:12]2([CH3:19])[CH3:18])[CH2:6][CH2:7][CH2:2][CH2:3][CH2:4]1 |f:1.2.3,6.7.8|. The product is C1(CCCCC1)ON1C(CC(CC1(C)C)OC(C1=CC=CC=C1)=O)(C)C (1-Cyclohexyloxy-4-benzoyloxy-2,2,6,6-tetramethylpiperidine). The solvent is C1CCCCC1 (cyclohexane), O (water), O (water), O (water), C(C)#N (acetonitrile). Reactants: C[Si](C)(C)N=[N+]=[N-] (trimethylsilyl azide), C(CCC)[Sn](CCCC)=O (dibutyltin oxide), C(#N)C=1N=C(SC1)C (4-cyano-2-methylthiazole). Run in C1(=CC=CC=C1)C (toluene), C(C)(=O)OCC (ethyl acetate). The product is CC=1SC=C(N1)C1=NN=NN1 (5-[2-Methylthiazol-4-yl]-1H-tetrazole). As a reaction SMILES: [C:1]([C:3]1[N:4]=[C:5]([CH3:8])[S:6][CH:7]=1)#[N:2].C[Si]([N:13]=[N+:14]=[N-:15])(C)C.C([Sn](=O)CCCC)CCC>C1(C)C=CC=CC=1.C(OCC)(=O)C>[CH3:8][C:5]1[S:6][CH:7]=[C:3]([C:1]2[NH:15][N:14]=[N:13][N:2]=2)[N:4]=1. Reported procedure: A mixture of 4-cyano-2-methylthiazole (5.74 g) (U.S. Pat. No. 4,010,173 1977), trimethylsilyl azide (10.64 g) and dibutyltin oxide (115 g) in toluene (300 ml) was heated at 120° C. for 24 hours. The reaction mixture was diluted with ethyl acetate and extracted with dilute aqueous sodium hydroxide solution. The combined extracts were acidified to pH 5 with 1M HCl and extracted with ethyl acetate. The extracts were dried (MgSO4) and evaporated. Yield 4.53 g. The reactants are CC(C)=C (isobutylene), BrC=1C=C(C=CC1)S (3-bromothiophenol). Run in ice water. Reaction conditions: time 72 hour. Yields the product C(C)(C)(C)SC1=CC(=CC=C1)Br (3-Bromophenyl tert-butyl sulfide). RXN SMILES: [CH3:1][C:2](=[CH2:4])[CH3:3].[Br:5][C:6]1[CH:7]=[C:8]([SH:12])[CH:9]=[CH:10][CH:11]=1>>[C:2]([S:12][C:8]1[CH:9]=[CH:10][CH:11]=[C:6]([Br:5])[CH:7]=1)([CH3:3])([CH3:1])[CH3:4]. Reported procedure: Isobutylene was bubbled through 75% H2SO4 solution at -5 degrees C. until 2.65 g (47.2 mmol) of isobutylene had been absorbed. The mixture was treated with 3.8 g (20.1 mmol) of 3-bromothiophenol and then allowed to warm to room temperature and stirred for 72 hours. The reaction mixture was then poured into 40 ml of an ice/water mixture and then extracted with ether. The ether extracts were combined and washed successively with 5% NaOH, water and saturated NaCl solution and then dried (MgSO4). Th... The reactants are CS(=N)(=O)c1ccccc1, CCOC(C)=O, CCN(C(C)C)C(C)C, Nc1ncc(C(=O)O)cc1I, CN(C)C=O. Product: CS(=O)(=NC(=O)c1cnc(N)c(I)c1)c1ccccc1. RXN SMILES: [CH3:21][S:22](=[O:23])(=[NH:24])[c:25]1[cH:26][cH:27][cH:28][cH:29][cH:30]1.[CH3:36][CH2:37][O:38][C:39]([CH3:40])=[O:41].[CH:12]([N:13]([CH2:14][CH3:15])[CH:16]([CH3:17])[CH3:18])([CH3:19])[CH3:20].[NH2:1][c:2]1[n:3][cH:4][c:5]([C:6](=[O:7])[OH:8])[cH:9][c:10]1[I:11].[O:31]=[CH:32][N:33]([CH3:34])[CH3:35]>>[NH2:1][c:2]1[n:3][cH:4][c:5]([C:6](=[O:8])[N:24]=[S:22]([CH3:21])(=[O:23])[c:25]2[cH:26][cH:27][cH:28][cH:29][cH:30]2)[cH:9][c:10]1[I:11]. Starting materials: [I-].[Na+] (Sodium iodide), BrCCCC=C (1-bromo-4-pentene), P(OCC)(OCC)OCC (Triethyl phosphite), ICCCC=C (1-iodo-4-pentene). Run in CC(=O)C (acetone). Reaction conditions: time 8 hour. Product: C(C)OP(OCC)(=O)CCCC=C ((4-pentenyl) phosphonic acid diethyl ester). As a reaction SMILES: [I-].[Na+].Br[CH2:4][CH2:5][CH2:6][CH:7]=[CH2:8].[P:9]([O:16]CC)([O:13][CH2:14][CH3:15])[O:10][CH2:11][CH3:12].ICCCC=C>CC(C)=O>[CH2:11]([O:10][P:9]([CH2:4][CH2:5][CH2:6][CH:7]=[CH2:8])(=[O:16])[O:13][CH2:14][CH3:15])[CH3:12] |f:0.1|. Reported procedure: Sodium iodide (100.6 g, 0.66 mol, 1.1 eq.) was added to a solution of 1-bromo-4-pentene (100 g, 0.67 mol) in acetone (250 mL) and the mixture was stirred at room temperature overnight. The mixture was filtered and the solid was washed with acetone. The acetone filtrate and the acetone wash were combined. The acetone was then removed by distillation, revealing 1-iodo-4-pentene, which was used in the next step. 1H NMR (CDCl3) δ=5.8 (m, 1H), 5.0 (m, 2H), 3.2 (t, 2H), 2.2 (sq, 2H), 1.8 (sq, 2H). Tri...